Dataset: the Open Reaction Database (ORD), a public repository of structured organic reaction records. Task: describe an organic reaction: reactants, conditions, products, and yield The reactants are ClC1=NC=C(C=O)C=C1 (6-chloronicotinaldehyde), C(CC)[Mg]Br (n-propylmagnesium bromide), solution. Run in C1CCOC1 (THF), C1CCOC1 (THF). Reaction conditions: temperature -10 celsius, time 10 minute. Product: ClC1=CC=C(C=N1)C(CCC)O (1-(6-chloropyridin-3-yl)butan-1-ol). As a reaction SMILES: [Cl:1][C:2]1[CH:9]=[CH:8][C:5]([CH:6]=[O:7])=[CH:4][N:3]=1.[CH2:10]([Mg]Br)[CH2:11][CH3:12]>C1COCC1>[Cl:1][C:2]1[N:3]=[CH:4][C:5]([CH:6]([OH:7])[CH2:10][CH2:11][CH3:12])=[CH:8][CH:9]=1. Procedure: To a −10° C. solution of 6-chloronicotinaldehyde (553 mg, 3.91 mmol) in 3.5 mL THF was added n-propylmagnesium bromide (2.34 mL of a 2.0 M solution in THF, 4.69 mmol). The solution was stirred at −10° C. for 10 min, and was then allowed to warm to room temperature. The reaction mixture was quenched by addition of saturated aqueous ammonium chloride. The mixture was extracted with ethyl acetate. The organic layer was concentrated. The crude residue was purified by silica gel chromatography to giv...